From a dataset of the Open Reaction Database (ORD), a public repository of structured organic reaction records. describe an organic reaction: reactants, conditions, products, and yield Reactants: 13.8, C(C=1C(O)=CC=CC1)(=O)O (salicylic acid), C1(=CC=CC=C1)C (toluene), C=O (paraformaldehyde), S(O)(O)(=O)=O (sulfuric acid). The solvent is C(C)(=O)O (acetic acid). The product is 31, C(C=1C(O)=CC=CC1)(=O)O.C=1(C(=CC=CC1)C=O)C (salicylic acid toluene-formaldehyde). Reaction SMILES: [C:1]([OH:10])(=[O:9])[C:2]1[C:3](=[CH:5][CH:6]=[CH:7][CH:8]=1)[OH:4].[C:11]1([CH3:17])[CH:16]=[CH:15][CH:14]=[CH:13][CH:12]=1.[CH2:18]=[O:19].S(=O)(=O)(O)O>C(O)(=O)C>[C:1]([OH:10])(=[O:9])[C:2]1[C:3](=[CH:5][CH:6]=[CH:7][CH:8]=1)[OH:4].[C:11]1([CH3:17])[C:12]([CH:18]=[O:19])=[CH:13][CH:14]=[CH:15][CH:16]=1 |f:5.6|. Procedure details: To a mixture of 13.8 parts of salicylic acid, 18.4 parts of toluene, 6.9 parts of 87% paraformaldehyde and 30 parts of acetic acid was added 1.0 part of sulfuric acid (catalyst). After being heated under reflux for 4 hours, the reaction mixture was washed with water, and unreacted toluene and water were removed by vacuum distillation to give 31 parts of salicylic acid-toluene-formaldehyde co-condensation product. 10 parts of the co-condensation product was added to 41 parts of aqueous 10% sodium... The reactants are ClC1=C(C#N)C=CC(=C1)F (2-chloro-4-fluorobenzonitrile), ClC1=C(C=CC=C1)O (2-chlorophenol), C([O-])([O-])=O.[K+].[K+] (potassium carbonate). The solvent is CS(=O)C (DMSO). Conditions: temperature 120 celsius, time 8 hour. The product is ClC1=C(C#N)C=CC(=C1)OC1=C(C=CC=C1)Cl (2-chloro-4-(2-chloro-phenoxy)-benzonitrile). The yield is 60.0%. Reaction SMILES: [Cl:1][C:2]1[CH:9]=[C:8](F)[CH:7]=[CH:6][C:3]=1[C:4]#[N:5].[Cl:11][C:12]1[CH:17]=[CH:16][CH:15]=[CH:14][C:13]=1[OH:18].C(=O)([O-])[O-].[K+].[K+]>CS(C)=O>[Cl:1][C:2]1[CH:9]=[C:8]([O:18][C:13]2[CH:14]=[CH:15][CH:16]=[CH:17][C:12]=2[Cl:11])[CH:7]=[CH:6][C:3]=1[C:4]#[N:5] |f:2.3.4|. Procedure: A solution of 1.17 g (7.54 mmol) of 2-chloro-4-fluorobenzonitrile and 0.97 g (7.54 mmol) of 2-chlorophenol in 40 mL DMSO was combined with 3.2 g (23.16 mmol) of potassium carbonate and stirred overnight at 120° C. Then the mixture was evaporated to dryness in vacuo, the residue was mixed with water and extracted with ethyl acetate. The extracts were washed with water and saturated sodium chloride solution, dried and evaporated down. The crude product thus obtained was purified by column chromato... The reactants are Br, O=C([O-])O, Cc1ccccc1, [K+], CSc1ccccc1C(=O)Nc1ccccc1. The product is CS(=O)c1ccccc1C(=O)Nc1ccccc1. Reaction SMILES: [Br:23].[C:18]([O-:19])(=[O:20])[OH:21].[CH3:24][c:25]1[cH:26][cH:27][cH:28][cH:29][cH:30]1.[K+:22].[c:1]1([NH:7][C:8]([c:9]2[c:10]([S:15][CH3:16])[cH:11][cH:12][cH:13][cH:14]2)=[O:17])[cH:2][cH:3][cH:4][cH:5][cH:6]1>>[c:1]1([NH:7][C:8]([c:9]2[c:10]([S:15]([CH3:16])=[O:19])[cH:11][cH:12][cH:13][cH:14]2)=[O:17])[cH:2][cH:3][cH:4][cH:5][cH:6]1. Procedure details: 4-[(Vinyloxy)methyl]cyclohexylacetonitrile (0.9 g, 0.005 mol) was dissolved in dichloromethane (5 mL), and 1.5 mL of 4 N hydrogen chloride (0.22 g, 0.0060 mol) in dioxane was added with water (0.2 mL). The reaction was stirred for 30 min. and then concentrated to give the product as a 3:1 mixture of diastereomers, (0.75 g). 1H NMR (400 MHz, CDCl3): δ 3.451-3.467 d, 2H, J=6.4 Hz), 2.58 (br s, 1H), 2.271-2.288 (d, 2H, J=6.8 Hz), 1.85-1.93 (m, 4H), 1.2-1.8 (m, 4H), 0.95-1.19 (m, 4H) (major diastere... The product is OCC1CCC(CC1)CC#N ([4-(hydroxymethyl)cyclohexyl]acetonitrile). Reaction SMILES: C([O:3][CH2:4][CH:5]1[CH2:10][CH2:9][CH:8]([CH2:11][C:12]#[N:13])[CH2:7][CH2:6]1)=C.Cl.O>ClCCl.O1CCOCC1>[OH:3][CH2:4][CH:5]1[CH2:10][CH2:9][CH:8]([CH2:11][C:12]#[N:13])[CH2:7][CH2:6]1. The reactants are Cl (hydrogen chloride), O (water), C(=C)OCC1CCC(CC1)CC#N (4-[(Vinyloxy)methyl]cyclohexylacetonitrile). Solvent: O1CCOCC1 (dioxane), ClCCl (dichloromethane). Run at time 30 minute. As a reaction SMILES: [CH2:1]([OH:3])[CH3:2].[H-].[Na+].[C:6]([N:10]=[N:11][C:12]1([N:18]=[C:19]=[S:20])[CH2:17][CH2:16][CH2:15][CH2:14][CH2:13]1)([CH3:9])([CH3:8])[CH3:7].O>CCCCC>[C:6]([N:10]=[N:11][C:12]1([NH:18][C:19]([O:3][CH2:1][CH3:2])=[S:20])[CH2:13][CH2:14][CH2:15][CH2:16][CH2:17]1)([CH3:9])([CH3:7])[CH3:8] |f:1.2|. Reactants: C(C)O (ethanol), O (water), [H-].[Na+] (sodium hydride), C(C)(C)(C)N=NC1(CCCCC1)N=C=S (1-t-butylazo-1-isothiocyanatocyclohexane). Product: C(C)(C)(C)N=NC1(CCCCC1)NC(=S)OCC (1-t-Butylazo-1-(ethoxythiocarbonylamino)cyclohexane). Conditions: temperature 25 celsius, time 2 hour. Reported procedure: To 50 ml of ethanol in a 125 ml erlenmeyer flask stirred with a magnetic stirrer, was slowly added 2.1 grams (0.05 moles) of 57% sodium hydride. The reaction mixture was cooled back to 25° C. and 11.2 grams (0.05 moles) of 1-t-butylazo-1-isothiocyanatocyclohexane was added dropwise over 5 minutes. The reaction mixture was stirred for 2 hours and then allowed to stand overnight. The next morning the reaction mixture was poured into 200 ml water and the product extracted with 50 ml pentane. The pe... The solvent is CCCCC (pentane). Reactants: C(C)(C)(C)C=1C=C(C2=C(C(CC(O2)C(=O)OCC)=O)C1)C(C)(C)C (6,8-di-t-butyl-2,3-dihydro-4-oxo-4H-1-benzopyran-2-carboxylic acid, ethyl ester), Cl(=O)(=O)(=O)OC(C1=CC=CC=C1)(C1=CC=CC=C1)C1=CC=CC=C1 (triphenylmethyl perchlorate), C(C)(=O)OC(C)=O (acetic anhydride), C([O-])(O)=O.[Na+] (sodium bicarbonate). Reported procedure: A mixture of 3.32 parts of 6,8-di-t-butyl-2,3-dihydro-4-oxo-4H-1-benzopyran-2-carboxylic acid, ethyl ester, 1.56 parts of triphenylmethyl perchlorate and 30 parts of acetic anhydride was heated at 100° C for 30 minutes. After cooling, the reaction mixture was poured into sodium bicarbonate solution and the resulting mixture was washed with water, dried and the ether was evaporated to give an oil which was chromatographed on silica gel using a 1:1 mixture of chloroform and light petroleum (b.p. 4... Product: C(C)(C)(C)C=1C=C(C2=C(C(C=C(O2)C(=O)OCC)=O)C1)C(C)(C)C (6,8-di-t-butyl-4-oxo-4H-1-benzopyran-2-carboxylic acid, ethyl ester). Reaction conditions: temperature 100 celsius. RXN SMILES: [C:1]([C:5]1[CH:6]=[C:7]([C:21]([CH3:24])([CH3:23])[CH3:22])[C:8]2[O:13][CH:12]([C:14]([O:16][CH2:17][CH3:18])=[O:15])[CH2:11][C:10](=[O:19])[C:9]=2[CH:20]=1)([CH3:4])([CH3:3])[CH3:2].Cl(OC(C1C=CC=CC=1)(C1C=CC=CC=1)C1C=CC=CC=1)(=O)(=O)=O.C(OC(=O)C)(=O)C.C(=O)(O)[O-].[Na+]>>[C:1]([C:5]1[CH:6]=[C:7]([C:21]([CH3:22])([CH3:24])[CH3:23])[C:8]2[O:13][C:12]([C:14]([O:16][CH2:17][CH3:18])=[O:15])=[CH:11][C:10](=[O:19])[C:9]=2[CH:20]=1)([CH3:4])([CH3:3])[CH3:2] |f:3.4|.